Dataset: the Open Reaction Database (ORD), a public repository of structured organic reaction records. Task: describe an organic reaction: reactants, conditions, products, and yield Starting materials: CC(=O)O, C1CCOC1, Fc1ccc(-c2nc3nn(CCOC4CCCCO4)cc3c(-c3ccc(F)cc3)c2-c2ccncc2)cc1, [Na+], O=C([O-])O, O. The product is OCCn1cc2c(-c3ccc(F)cc3)c(-c3ccncc3)c(-c3ccc(F)cc3)nc2n1. As a reaction SMILES: [C:39]([OH:40])(=[O:41])[CH3:42].[CH2:43]1[O:44][CH2:45][CH2:46][CH2:47]1.[F:1][c:2]1[cH:3][cH:4][c:5](-[c:8]2[c:9]3[c:10]([n:11][c:12](-[c:20]4[cH:21][cH:22][c:23]([F:26])[cH:24][cH:25]4)[c:13]2-[c:14]2[cH:15][cH:16][n:17][cH:18][cH:19]2)[n:27][n:28]([CH2:30][CH2:31][O:32][CH:33]2[CH2:34][CH2:35][CH2:36][CH2:37][O:38]2)[cH:29]3)[cH:6][cH:7]1.[Na+:52].[O-:48][C:49]([OH:50])=[O:51].[OH2:53]>>[F:1][c:2]1[cH:3][cH:4][c:5](-[c:8]2[c:9]3[c:10]([n:11][c:12](-[c:20]4[cH:21][cH:22][c:23]([F:26])[cH:24][cH:25]4)[c:13]2-[c:14]2[cH:15][cH:16][n:17][cH:18][cH:19]2)[n:27][n:28]([CH2:30][CH2:31][OH:32])[cH:29]3)[cH:6][cH:7]1. The reactants are CC1(C)OB(c2cncc(C=O)c2)OC1(C)C, CC(C)(C)CN, CCS(=O)(=O)N1CCC(c2c[nH]c3c(C(N)=O)cc(-c4cncc(CNCC5CC5)c4)cc23)CC1. Product: CC(C)(C)CNCc1cncc(B2OC(C)(C)C(C)(C)O2)c1. Reaction SMILES: [CH3:36][C:37]1([CH3:52])[O:38][B:39]([c:44]2[cH:45][c:46]([CH:50]=[O:51])[cH:47][n:48][cH:49]2)[O:40][C:41]1([CH3:42])[CH3:43].[CH3:53][C:54]([CH2:55][NH2:56])([CH3:57])[CH3:58].[CH:1]1([CH2:2][NH:3][CH2:4][c:5]2[cH:6][c:7](-[c:8]3[cH:9][c:10]4[c:11]([c:12]([C:13]([NH2:14])=[O:15])[cH:16]3)[nH:17][cH:18][c:19]4[CH:20]3[CH2:21][CH2:22][N:23]([S:24]([CH2:25][CH3:26])(=[O:27])=[O:28])[CH2:29][CH2:30]3)[cH:31][n:32][cH:33]2)[CH2:34][CH2:35]1>>[CH3:36][C:37]1([CH3:52])[O:38][B:39]([c:44]2[cH:45][c:46]([CH2:50][NH:56][CH2:55][C:54]([CH3:53])([CH3:57])[CH3:58])[cH:47][n:48][cH:49]2)[O:40][C:41]1([CH3:42])[CH3:43]. The reactants are CS(=O)(=O)NC1=C(C=CC=C1)N1CCN(CC1)CC1=CC=CC=C1 ((methylsulfonyl){2-[4-benzylpiperazinyl]phenyl}amine), CO (MeOH), Cl (HCl). Reagents/catalysts: [Pd] (Pd/C). The solvent is CCOC(=O)C (EtOAc). Yields the product CS(=O)(=O)NC1=C(C=CC=C1)N1CCNCC1 ((Methylsulfonyl)(2-Piperazinylphenyl)Amine), hydrochloride salt. Reaction SMILES: [CH3:1][S:2]([NH:5][C:6]1[CH:11]=[CH:10][CH:9]=[CH:8][C:7]=1[N:12]1[CH2:17][CH2:16][N:15](CC2C=CC=CC=2)[CH2:14][CH2:13]1)(=[O:4])=[O:3].CO.Cl>[Pd].CCOC(C)=O>[CH3:1][S:2]([NH:5][C:6]1[CH:11]=[CH:10][CH:9]=[CH:8][C:7]=1[N:12]1[CH2:17][CH2:16][NH:15][CH2:14][CH2:13]1)(=[O:3])=[O:4]. Reported procedure: To a round-bottomed flask equipped with stirring was added (methylsulfonyl){2-[4-benzylpiperazinyl]phenyl}amine (42 g, 120 mmol), MeOH, 10% Pd/C (Aldrich) (25 g), and HCO2NH4 (38 g, 610 mmol) After heating at reflux for 2 h, the mixture was filtered through Celite® and washed with CH2Cl2. The combined organic layers were washed with NaHCO3 and concentrated in vacuo to afford a light yellow solid. This was treated with a soln of EtOAc and HCl to afford the salt of the desired compound as the hydr... The reactants are [OH-].[Na+] (sodium hydroxide), C(N)(=O)C(C(C)C)(C)NC(=O)C1=C(C=C2C(=N1)SC=C2)C(=O)O (6-[(1-Carbamoyl-1,2-dimethylpropyl)carbamoyl]thieno[2,3-b]pyridine-5-carboxylic acid), OS(=O)(=O)O (H2SO4). Run in O (water). Reaction conditions: temperature 80 celsius. Yields the product C(C)(C)C1(N=C(NC1=O)C1=C(C=C2C(=N1)SC=C2)C(=O)O)C (6-(4-isopropyl-4-methyl-5-oxo-2-imidazolin-2-yl)thieno[2,3-b]pyridine-5-carboxylic acid). Reaction SMILES: [C:1]([C:4]([NH:9][C:10]([C:12]1[N:17]=[C:16]2[S:18][CH:19]=[CH:20][C:15]2=[CH:14][C:13]=1[C:21]([OH:23])=[O:22])=O)([CH3:8])[CH:5]([CH3:7])[CH3:6])(=[O:3])[NH2:2].[OH-].[Na+].OS(O)(=O)=O>O>[CH:5]([C:4]1([CH3:8])[C:1](=[O:3])[NH:2][C:10]([C:12]2[N:17]=[C:16]3[S:18][CH:19]=[CH:20][C:15]3=[CH:14][C:13]=2[C:21]([OH:23])=[O:22])=[N:9]1)([CH3:7])[CH3:6] |f:1.2|. Procedure details: 6-[(1-Carbamoyl-1,2-dimethylpropyl)carbamoyl]thieno[2,3-b]pyridine-5-carboxylic acid (17.35 g, 0.052 mol) is added to water (225 mL) containing sodium hydroxide (10.35 g, 0.26 mol). The resulting basic solution is heated at 80° C. for two hours and 45 minutes, cooled in an ice-water bath and acidified with 6N H2SO4. The product 6-(4-isopropyl-4-methyl-5-oxo-2-imidazolin-2-yl)thieno[2,3-b]pyridine-5-carboxylic acid is filtered off, washed with water and air dried yielding 1.54 g, 70.3%, mp 221°-2...